From a dataset of the Open Reaction Database (ORD), a public repository of structured organic reaction records. describe an organic reaction: reactants, conditions, products, and yield The reactants are O=C([O-])[O-], CN(C)C=O, Cn1c(C(F)(F)F)cc(=O)n(-c2cc(O)c(Cl)cc2F)c1=O, O=[N+]([O-])c1ccc(Cl)nc1OCc1ccccc1, [K+], [K+], O. Product: Cn1c(C(F)(F)F)cc(=O)n(-c2cc(Oc3ccc([N+](=O)[O-])c(OCc4ccccc4)n3)c(Cl)cc2F)c1=O. As a reaction SMILES: [C:41](=[O:42])([O-:43])[O-:44].[CH3:47][N:48]([CH3:49])[CH:50]=[O:51].[Cl:19][c:20]1[c:21]([OH:40])[cH:22][c:23](-[n:27]2[c:28](=[O:39])[n:29]([CH3:38])[c:30]([C:34]([F:35])([F:36])[F:37])[cH:31][c:32]2=[O:33])[c:24]([F:26])[cH:25]1.[Cl:1][c:2]1[cH:3][cH:4][c:5]([N+:16](=[O:17])[O-:18])[c:6]([O:8][CH2:9][c:10]2[cH:11][cH:12][cH:13][cH:14][cH:15]2)[n:7]1.[K+:45].[K+:46].[OH2:52]>>[c:2]1([O:40][c:21]2[c:20]([Cl:19])[cH:25][c:24]([F:26])[c:23](-[n:27]3[c:28](=[O:39])[n:29]([CH3:38])[c:30]([C:34]([F:35])([F:36])[F:37])[cH:31][c:32]3=[O:33])[cH:22]2)[cH:3][cH:4][c:5]([N+:16](=[O:17])[O-:18])[c:6]([O:8][CH2:9][c:10]2[cH:11][cH:12][cH:13][cH:14][cH:15]2)[n:7]1. Starting materials: C1COCCO1, CO, COC(=O)c1ccc(-c2nc(Cl)ncc2C)cc1OC, Nc1ccc(N2CCOCC2)cc1, O, Cc1ccc(S(=O)(=O)O)cc1. The product is COC(=O)c1ccc(-c2nc(Nc3ccc(N4CCOCC4)cc3)ncc2C)cc1OC. RXN SMILES: [CH2:48]1[O:49][CH2:50][CH2:51][O:52][CH2:53]1.[CH3:46][OH:47].[Cl:1][c:2]1[n:3][cH:4][c:5]([CH3:20])[c:6](-[c:8]2[cH:9][c:10]([O:18][CH3:19])[c:11]([C:12](=[O:13])[O:14][CH3:15])[cH:16][cH:17]2)[n:7]1.[O:21]1[CH2:22][CH2:23][N:24]([c:27]2[cH:28][cH:29][c:30]([NH2:31])[cH:32][cH:33]2)[CH2:25][CH2:26]1.[OH2:34].[c:35]1([CH3:36])[cH:37][cH:38][c:39]([S:40]([OH:41])(=[O:42])=[O:43])[cH:44][cH:45]1>>[c:2]1([NH:31][c:30]2[cH:29][cH:28][c:27]([N:24]3[CH2:23][CH2:22][O:21][CH2:26][CH2:25]3)[cH:33][cH:32]2)[n:3][cH:4][c:5]([CH3:20])[c:6](-[c:8]2[cH:9][c:10]([O:18][CH3:19])[c:11]([C:12](=[O:13])[O:14][CH3:15])[cH:16][cH:17]2)[n:7]1. Procedure details: Sodium cyanoborohydride (2 g) was added portionwise to a stirred mixture of 4-bromo-2-thiophenecarbaldehyde (4.78 g), morpholine (2.1 g), glacial acetic acid (1.8 g) and ethanol (125 ml). The mixture was stirred at ambient temperature for 1 hour. The mixture was poured into a saturated aqueous sodium bicarbonate solution and extracted with methylene chloride. The organic phase was washed with brine and evaporated. The resultant oil was partitioned between a dilute (10%) aqueous hydrochloric acid... The reactants are C(#N)[BH3-].[Na+] (Sodium cyanoborohydride), BrC=1C=C(SC1)C=O (4-bromo-2-thiophenecarbaldehyde), N1CCOCC1 (morpholine), C([O-])(O)=O.[Na+] (sodium bicarbonate). Run in C(C)O (ethanol), C(C)(=O)O (acetic acid). Product: BrC=1C=C(SC1)CN1CCOCC1 (4-bromo-2-morpholinomethylthiophene). Run at time 1 hour. Isolated yield 50.6%. As a reaction SMILES: C([BH3-])#N.[Na+].[Br:5][C:6]1[CH:7]=[C:8]([CH:11]=O)[S:9][CH:10]=1.[NH:13]1[CH2:18][CH2:17][O:16][CH2:15][CH2:14]1.C(=O)(O)[O-].[Na+]>C(O)C.C(O)(=O)C>[Br:5][C:6]1[CH:7]=[C:8]([CH2:11][N:13]2[CH2:18][CH2:17][O:16][CH2:15][CH2:14]2)[S:9][CH:10]=1 |f:0.1,4.5|.